Task: describe an organic reaction: reactants, conditions, products, and yield. Dataset: the Open Reaction Database (ORD), a public repository of structured organic reaction records Run in CO (MeOH). The product is BrC=1C(=C(C=NC1)CNS(=O)(=O)CC)Cl (N-((5-Bromo-4-chloropyridin-3-yl)methyl)ethanesulfonamide). The reactants are BrC=1C(=C(C=NC1)C=O)Cl (5-bromo-4-chloro-pyridine-3-carbaldehyde), [BH4-].[Na+] (NaBH4), C(C)S(=O)(=O)N (ethanesulfonamide), imine. Procedure details: In analogy to the procedure described for the preparation of intermediate A-11, 5-bromo-4-chloro-pyridine-3-carbaldehyde has been reacted first with ethanesulfonamide, followed by reduction of the thus formed imine with NaBH4 in MeOH to give the title compound as a light orange solid. MS: 313.2 and 315.1 (M+H+). Reaction SMILES: [Br:1][C:2]1[C:3]([Cl:10])=[C:4]([CH:8]=O)[CH:5]=[N:6][CH:7]=1.[CH2:11]([S:13]([NH2:16])(=[O:15])=[O:14])[CH3:12].[BH4-].[Na+]>CO>[Br:1][C:2]1[C:3]([Cl:10])=[C:4]([CH2:8][NH:16][S:13]([CH2:11][CH3:12])(=[O:15])=[O:14])[CH:5]=[N:6][CH:7]=1 |f:2.3|. The reactants are CC1=C(N)C(=CC(=C1)C)C (2,4,6-Trimethylaniline), ClCC1COCO1 (5-chloromethyl-1,3-dioxolane), C([O-])([O-])=O.[K+].[K+] (potassium carbonate). Procedure details: 2,4,6-Trimethylaniline (0.3 mole), 5-chloromethyl-1,3-dioxolane (0.3 mole), potassium carbonate (0.3 mole) and tetraethylammonium chloride (2 grams) are charged into a glass reaction vessel equipped with a mechanical stirrer, thermometer and reflux condenser. The reaction mixture is heated at reflux for a period of 8 hours. After this time the mixture is filtered and distilled to yield the desired product N-(1,3-dioxolan-5-ylmethyl)-2,4,6-trimethylaniline. The reagents and catalysts are [Cl-].C(C)[N+](CC)(CC)CC (tetraethylammonium chloride). Yields the product O1COCC1CNC1=C(C=C(C=C1C)C)C (N-(1,3-dioxolan-5-ylmethyl)-2,4,6-trimethylaniline). RXN SMILES: [CH3:1][C:2]1[CH:8]=[C:7]([CH3:9])[CH:6]=[C:5]([CH3:10])[C:3]=1[NH2:4].Cl[CH2:12][CH:13]1[O:17][CH2:16][O:15][CH2:14]1.C(=O)([O-])[O-].[K+].[K+]>[Cl-].C([N+](CC)(CC)CC)C>[O:17]1[CH:13]([CH2:12][NH:4][C:3]2[C:5]([CH3:10])=[CH:6][C:7]([CH3:9])=[CH:8][C:2]=2[CH3:1])[CH2:14][O:15][CH2:16]1 |f:2.3.4,5.6|. Starting materials: B, N#CCCc1ccccc1Br, CSC. Yields the product NCCCc1ccccc1Br. RXN SMILES: [BH3:15].[Br:1][c:2]1[c:3]([CH2:8][CH2:9][C:10]#[N:11])[cH:4][cH:5][cH:6][cH:7]1.[CH3:12][S:13][CH3:14]>>[Br:1][c:2]1[c:3]([CH2:8][CH2:9][CH2:10][NH2:11])[cH:4][cH:5][cH:6][cH:7]1.